Dataset: the Open Reaction Database (ORD), a public repository of structured organic reaction records. Task: describe an organic reaction: reactants, conditions, products, and yield Reactants: FC(C(=O)O)(F)F.COC=1C(=C2C=CN(C2=CC1)S(=O)(=O)C1=CC=CC=C1)CNC (1-[5-Methoxy-1-(phenylsulfonyl)-1H-indol-4-yl]-N-methylmethanamine trifluoroacetate), boc-anhydride. Solvent: ClCCl (dichloromethane). Run at time 2 hour. Yields the product COC=1C(=C2C=CN(C2=CC1)S(=O)(=O)C1=CC=CC=C1)CN(C(OC(C)(C)C)=O)C (tert-Butyl {[5-methoxy-1-(phenylsulfonyl)-1H-indol-4-yl]methyl}methylcarbamate). RXN SMILES: FC(F)(F)[C:3]([OH:5])=[O:4].[CH3:8][O:9][C:10]1[C:11]([CH2:28][NH:29][CH3:30])=[C:12]2[C:16](=[CH:17][CH:18]=1)[N:15]([S:19]([C:22]1[CH:27]=[CH:26][CH:25]=[CH:24][CH:23]=1)(=[O:21])=[O:20])[CH:14]=[CH:13]2>ClCCl>[CH3:8][O:9][C:10]1[C:11]([CH2:28][N:29]([CH3:30])[C:3](=[O:4])[O:5][C:11]([CH3:28])([CH3:12])[CH3:10])=[C:12]2[C:16](=[CH:17][CH:18]=1)[N:15]([S:19]([C:22]1[CH:27]=[CH:26][CH:25]=[CH:24][CH:23]=1)(=[O:21])=[O:20])[CH:14]=[CH:13]2 |f:0.1|. Reported procedure: {[5-methoxy-1-(phenylsulfonyl)-1H-indol-4-yl]methyl}methylamine (0.627 g, 1.9 mmol; Example 144) was dissolved in dichloromethane (25 ml) and boc-anhydride (0.62 g, 2.8 mmol) was added. The mixture was stirred for 2 hours, washed with brine, dried (MgSO4) and evaporated. The crude product was purified through a plug of silica using 5% MeOH in dichloromethane as the eluent. Yield 0.628 g (78%). White solid. MS (ESI+) for C22H26N2O5S m/z 375 (M+H)+. Reactants: OC=1C=C(C=CC1)/C=C/C(=O)O ((E)-3-(3-hydroxyphenyl)acrylic acid), S(O)(O)(=O)=O (sulfuric acid), CO (methanol), O (Water). Run at temperature 70 celsius, time 15 hour. Yields the product OC=1C=C(C=CC1)/C=C/C(=O)OC ((E)-methyl 3-(3-hydroxyphenyl)acrylate). As a reaction SMILES: [OH:1][C:2]1[CH:3]=[C:4](/[CH:8]=[CH:9]/[C:10]([OH:12])=[O:11])[CH:5]=[CH:6][CH:7]=1.S(=O)(=O)(O)O.O.[CH3:19]O>>[OH:1][C:2]1[CH:3]=[C:4](/[CH:8]=[CH:9]/[C:10]([O:12][CH3:19])=[O:11])[CH:5]=[CH:6][CH:7]=1. Reported procedure: To a solution of (E)-3-(3-hydroxyphenyl)acrylic acid (15.0 g) in methanol (100 mL) was added sulfuric acid (2.0 mL), and the mixture was stirred at 70° C. for 15 hr. Water was added to the reaction mixture, and the mixture was extracted with ethyl acetate. The extract was washed with saturated brine, and dried over anhydrous magnesium sulfate. The solvent was evaporated under reduced pressure to give the title compound (15.8 g) as white crystals. This compound was used for the next step without ... Starting materials: COc1c(C(C)(C)C)ccc(C=CC(=O)CC(=O)c2ccc(C(C)(C)C)c(OC)c2O[SiH](C)C)c1O[SiH](C)C, CI, CCOCC, [Na]. Reaction SMILES: [C:1]([CH3:2])([CH3:3])([CH3:4])[c:5]1[c:6]([O:38][CH3:39])[c:7]([O:34][SiH:35]([CH3:36])[CH3:37])[c:8]([C:11]([CH2:12][C:13]([CH:14]=[CH:15][c:16]2[c:17]([O:28][SiH:29]([CH3:30])[CH3:31])[c:18]([O:26][CH3:27])[c:19]([C:22]([CH3:23])([CH3:24])[CH3:25])[cH:20][cH:21]2)=[O:32])=[O:33])[cH:9][cH:10]1.[CH3:41][I:42].[CH3:43][CH2:44][O:45][CH2:46][CH3:47].[Na:40]>>[C:1]([CH3:2])([CH3:3])([CH3:4])[c:5]1[c:6]([O:38][CH3:39])[c:7]([O:34][SiH:35]([CH3:36])[CH3:37])[c:8]([C:11]([CH:12]([C:13]([CH:14]=[CH:15][c:16]2[c:17]([O:28][SiH:29]([CH3:30])[CH3:31])[c:18]([O:26][CH3:27])[c:19]([C:22]([CH3:23])([CH3:24])[CH3:25])[cH:20][cH:21]2)=[O:32])[CH3:41])=[O:33])[cH:9][cH:10]1. The product is COc1c(C(C)(C)C)ccc(C=CC(=O)C(C)C(=O)c2ccc(C(C)(C)C)c(OC)c2O[SiH](C)C)c1O[SiH](C)C.